From a dataset of the Open Reaction Database (ORD), a public repository of structured organic reaction records. describe an organic reaction: reactants, conditions, products, and yield The reactants are ClC=1C=C2C(C(=O)OC2=O)=CC1Cl (4,5-dichlorophthalic anhydride), Cl.ClCCN (2-chloroethylamine monohydrochloride). Product: ClC=1C=C2C(C(=O)N(C2=O)CCCl)=CC1Cl (4,5-Dichloro-N-(2-chloroethyl)-phthalimide). Yield: 58.0%. As a reaction SMILES: [Cl:1][C:2]1[CH:3]=[C:4]2[C:9](=[O:10])[O:8][C:6](=O)[C:5]2=[CH:11][C:12]=1[Cl:13].Cl.[Cl:15][CH2:16][CH2:17][NH2:18]>>[Cl:13][C:12]1[CH:11]=[C:5]2[C:6](=[O:8])[N:18]([CH2:17][CH2:16][Cl:15])[C:9](=[O:10])[C:4]2=[CH:3][C:2]=1[Cl:1] |f:1.2|. Procedure: The compound was prepared as described in example 5A, starting from 14 g (0.065 mole) of 4,5-dichlorophthalic anhydride (Beilstein 4thEd. vol. 17 System No 6143) and 7.51 g (0.065 mole) of 2-chloroethylamine monohydrochloride. 10.5 g of the title product were obtained; mp=144°-145° C. (ethyl acetate) The reactants are C(#N)C=1C=C2C(=CNC2=CC1)CCCCN1CCN(CC1)C=1C=CC2=C(C=C(O2)C(N)=O)C1 (1-[4-(5-Cyanoindol-3-yl)butyl]-4-(2-carbamoyl-benzofuran-5-yl)-piperazine), C(C)(=O)OCC (Ethyl acetate), Cl (HCl), C(C)(C)O (isopropanol). Solvent: C(C1=CC=CC=C1)O (benzyl alcohol). Reaction conditions: temperature 22.5 celsius, time 20 hour. The product is Cl.C(#N)C=1C=C2C(=CNC2=CC1)CCCCN1CCN(CC1)C=1C=CC2=C(C=C(O2)C(N)=O)C1 (1-[4-(5-cyanoindol-3-yl)butyl]-4-(2-carbamoyl-benzofuran-5-yl)-piperazine hydrochloride), C(C1=CC=CC=C1)O (benzyl alcohol). RXN SMILES: [C:1]([C:3]1[CH:4]=[C:5]2[C:9](=[CH:10][CH:11]=1)[NH:8][CH:7]=[C:6]2[CH2:12][CH2:13][CH2:14][CH2:15][N:16]1[CH2:21][CH2:20][N:19]([C:22]2[CH:23]=[CH:24][C:25]3[O:29][C:28]([C:30](=[O:32])[NH2:31])=[CH:27][C:26]=3[CH:33]=2)[CH2:18][CH2:17]1)#[N:2].[ClH:34].[CH:35]([OH:38])([CH3:37])C.C(OCC)(=O)C>C(O)C1C=CC=CC=1>[ClH:34].[C:1]([C:3]1[CH:4]=[C:5]2[C:9](=[CH:10][CH:11]=1)[NH:8][CH:7]=[C:6]2[CH2:12][CH2:13][CH2:14][CH2:15][N:16]1[CH2:17][CH2:18][N:19]([C:22]2[CH:23]=[CH:24][C:25]3[O:29][C:28]([C:30](=[O:32])[NH2:31])=[CH:27][C:26]=3[CH:33]=2)[CH2:20][CH2:21]1)#[N:2].[CH2:35]([OH:38])[C:37]1[CH:5]=[CH:4][CH:3]=[CH:11][CH:10]=1 |f:5.6|. Procedure details: 1-[4-(5-Cyanoindol-3-yl)butyl]-4-(2-carbamoyl-benzofuran-5-yl)-piperazine (1 g) was dissolved in benzyl alcohol (10 ml) under inert gas atmosphere at 20-25° C. To the clear solution was added HCl in isopropanol (0.55 g, 1.2 eq). The resulting suspension was stirred for 20 h at 20-25° C. Ethyl acetate (5 ml) was added to the suspension followed by stirring for 3 h at 35° C. The solid was filtered, washed with ethyl acetate (2×5 ml) and dried at 65° C. to afford 0.9 g hemi solvate of 1-[4-(5-cyano... Starting materials: OCCCCCCCCCCCCBr, O=C([O-])[O-], CCCC[N+](CCCC)(CCCC)CCCC, CCC(C)=O, [I-], [I-], [K+], [K+], [K+], O=Cc1ccc(O)cc1. Product: O=Cc1ccc(OCCCCCCCCCCCCO)cc1. RXN SMILES: [Br:1][CH2:2][CH2:3][CH2:4][CH2:5][CH2:6][CH2:7][CH2:8][CH2:9][CH2:10][CH2:11][CH2:12][CH2:13][OH:14].[C:24](=[O:25])([O-:26])[O-:27].[CH2:33]([N+:34]([CH2:35][CH2:36][CH2:37][CH3:38])([CH2:39][CH2:40][CH2:41][CH3:42])[CH2:43][CH2:44][CH2:45][CH3:46])[CH2:47][CH2:48][CH3:49].[CH2:50]([C:51]([CH3:52])=[O:53])[CH3:54].[I-:31].[I-:32].[K+:28].[K+:29].[K+:30].[OH:15][c:16]1[cH:17][cH:18][c:19]([CH:20]=[O:21])[cH:22][cH:23]1>>[CH2:2]([CH2:3][CH2:4][CH2:5][CH2:6][CH2:7][CH2:8][CH2:9][CH2:10][CH2:11][CH2:12][CH2:13][OH:14])[O:15][c:16]1[cH:17][cH:18][c:19]([CH:20]=[O:21])[cH:22][cH:23]1. The reactants are CCCC[N+](CCCC)(CCCC)CCCC, C1CCOC1, COc1cc(N2CCc3cc(-c4ccc(Cl)cc4)sc3C2=O)ccc1O[Si](C(C)C)(C(C)C)C(C)C, Cl, [F-]. Product: COc1cc(N2CCc3cc(-c4ccc(Cl)cc4)sc3C2=O)ccc1O. RXN SMILES: [CH2:38]([N+:39]([CH2:40][CH2:41][CH2:42][CH3:43])([CH2:44][CH2:45][CH2:46][CH3:47])[CH2:48][CH2:49][CH2:50][CH3:51])[CH2:52][CH2:53][CH3:54].[CH2:56]1[O:57][CH2:58][CH2:59][CH2:60]1.[Cl:1][c:2]1[cH:3][cH:4][c:5](-[c:8]2[cH:9][c:10]3[c:11]([s:36]2)[C:12](=[O:35])[N:13]([c:16]2[cH:17][c:18]([O:33][CH3:34])[c:19]([O:22][Si:23]([CH:24]([CH3:25])[CH3:26])([CH:27]([CH3:28])[CH3:29])[CH:30]([CH3:31])[CH3:32])[cH:20][cH:21]2)[CH2:14][CH2:15]3)[cH:6][cH:7]1.[ClH:55].[F-:37]>>[Cl:1][c:2]1[cH:3][cH:4][c:5](-[c:8]2[cH:9][c:10]3[c:11]([s:36]2)[C:12](=[O:35])[N:13]([c:16]2[cH:17][c:18]([O:33][CH3:34])[c:19]([OH:22])[cH:20][cH:21]2)[CH2:14][CH2:15]3)[cH:6][cH:7]1. The reactants are COC=1C=C(C=CC1OC)C1NC=2N(C(C1)C(F)(F)F)N=C(C2)C=2C=C(C(=O)O)C=CC2 (3-(5-(3,4-dimethoxyphenyl)-7-(trifluoromethyl)-4,5,6,7-tetrahydropyrazolo[1,5-a]pyrimidin-2-yl)benzoic acid), N[C@@H]1CN(CC1)C(=O)OC(C)(C)C ((S)-tert-butyl 3-aminopyrrolidine-1-carboxylate). Yields the product COC=1C=C(C=CC1OC)C1NC=2N(C(C1)C(F)(F)F)N=C(C2)C=2C=C(C(=O)N[C@@H]1CN(CC1)C(=O)OC(C)(C)C)C=CC2 ((3S)-tert-butyl 3-(3-(5-(3,4-dimethoxyphenyl)-7-(trifluoromethyl)-4,5,6,7-tetrahydropyrazolo[1,5-a]pyrimidin-2-yl)benzamido)pyrrolidine-1-carboxylate). Yield: 20.4%. RXN SMILES: [CH3:1][O:2][C:3]1[CH:4]=[C:5]([CH:11]2[CH2:16][CH:15]([C:17]([F:20])([F:19])[F:18])[N:14]3[N:21]=[C:22]([C:24]4[CH:25]=[C:26]([CH:30]=[CH:31][CH:32]=4)[C:27]([OH:29])=O)[CH:23]=[C:13]3[NH:12]2)[CH:6]=[CH:7][C:8]=1[O:9][CH3:10].[NH2:33][C@H:34]1[CH2:38][CH2:37][N:36]([C:39]([O:41][C:42]([CH3:45])([CH3:44])[CH3:43])=[O:40])[CH2:35]1>>[CH3:1][O:2][C:3]1[CH:4]=[C:5]([CH:11]2[CH2:16][CH:15]([C:17]([F:20])([F:19])[F:18])[N:14]3[N:21]=[C:22]([C:24]4[CH:25]=[C:26]([CH:30]=[CH:31][CH:32]=4)[C:27]([NH:33][C@H:34]4[CH2:38][CH2:37][N:36]([C:39]([O:41][C:42]([CH3:45])([CH3:44])[CH3:43])=[O:40])[CH2:35]4)=[O:29])[CH:23]=[C:13]3[NH:12]2)[CH:6]=[CH:7][C:8]=1[O:9][CH3:10]. Procedure details: Example ER-895811 was prepared in two steps from 3-(5-(3,4-dimethoxyphenyl)-7-(trifluoromethyl)-4,5,6,7-tetrahydropyrazolo[1,5-a]pyrimidin-2-yl)benzoic acid (24 mg, 0.054 mmol) and commercially available (S)-tert-butyl 3-aminopyrrolidine-1-carboxylate (40 mg, 0.215 mmol) in a manner similar to that of example D-6 to afford intermediate (3S)-tert-butyl 3-(3-(5-(3,4-dimethoxyphenyl)-7-(trifluoromethyl)-4,5,6,7-tetrahydropyrazolo[1,5-a]pyrimidin-2-yl)benzamido)pyrrolidine-1-carboxylate (7 mg, 0.011... Reactants: C1(=CC=CC=C1)C1=CC=C(N1CC1=CC=C(C=C1)C(F)(F)F)C=1C=C2C=CC(=CC2=CC1)OCC1=C(C=C(C(=O)OC)C=C1)C(=O)OC (dimethyl 4-{[(6-{5-phenyl-1-[4-(trifluoromethyl)benzyl]-1H-pyrrol-2-yl}-2-naphthyl)oxy]methyl}isophthalate), [OH-].[Na+] (NaOH). The solvent is C1CCOC1 (THF), CO (methanol), O (water). The product is C1(=CC=CC=C1)C1=CC=C(N1CC1=CC=C(C=C1)C(F)(F)F)C=1C=C2C=CC(=CC2=CC1)OCC1=C(C=C(C(=O)O)C=C1)C(=O)O (4-{[(6-{5-phenyl-1-[4-(trifluoromethyl)benzyl]-1H-pyrrol-2-yl}-2-naphthyl)oxy]methyl}isophthalic acid). Isolated yield 93.7%. As a reaction SMILES: [C:1]1([C:7]2[N:11]([CH2:12][C:13]3[CH:18]=[CH:17][C:16]([C:19]([F:22])([F:21])[F:20])=[CH:15][CH:14]=3)[C:10]([C:23]3[CH:24]=[C:25]4[C:30](=[CH:31][CH:32]=3)[CH:29]=[C:28]([O:33][CH2:34][C:35]3[CH:44]=[CH:43][C:38]([C:39]([O:41]C)=[O:40])=[CH:37][C:36]=3[C:45]([O:47]C)=[O:46])[CH:27]=[CH:26]4)=[CH:9][CH:8]=2)[CH:6]=[CH:5][CH:4]=[CH:3][CH:2]=1.[OH-].[Na+]>C1COCC1.CO.O>[C:1]1([C:7]2[N:11]([CH2:12][C:13]3[CH:18]=[CH:17][C:16]([C:19]([F:22])([F:21])[F:20])=[CH:15][CH:14]=3)[C:10]([C:23]3[CH:24]=[C:25]4[C:30](=[CH:31][CH:32]=3)[CH:29]=[C:28]([O:33][CH2:34][C:35]3[CH:44]=[CH:43][C:38]([C:39]([OH:41])=[O:40])=[CH:37][C:36]=3[C:45]([OH:47])=[O:46])[CH:27]=[CH:26]4)=[CH:9][CH:8]=2)[CH:2]=[CH:3][CH:4]=[CH:5][CH:6]=1 |f:1.2|. Procedure details: A mixture of dimethyl 4-{[(6-{5-phenyl-1-[4-(trifluoromethyl)benzyl]-1H-pyrrol-2-yl}-2-naphthyl)oxy]methyl}isophthalate (165 mg, 0.254 mmol), prepared in the previous step, and 1 N NaOH (1.52 mL, 1.52 mmol) in 30 mL of THF plus 20 mL of methanol plus 5 mL of water was refluxed under nitrogen for 6 h. The reaction was filtered, cooled to room temperature, acidified by the addition of 5 mL of 1 N HCl and then concentrated under reduced pressure to remove the THF and methanol. The solid present was...